From a dataset of the Open Reaction Database (ORD), a public repository of structured organic reaction records. describe an organic reaction: reactants, conditions, products, and yield The reactants are O=C([O-])O, COC(=O)CCNC(=O)CC1CC(c2ccc(C#N)cc2)N(C)C(=O)O1, ClC(Cl)Cl, Cl, [NH4+]. The product is COC(=O)CCNC(=O)CC1CC(c2ccc(C=NN)cc2)N(C)C(=O)O1. As a reaction SMILES: [C:32](=[O:33])([OH:34])[O-:35].[CH3:2][O:3][C:4]([CH2:5][CH2:6][NH:7][C:8]([CH2:9][CH:10]1[CH2:11][CH:12]([c:18]2[cH:19][cH:20][c:21]([C:24]#[N:25])[cH:22][cH:23]2)[N:13]([CH3:17])[C:14](=[O:16])[O:15]1)=[O:26])=[O:27].[Cl:28][CH:29]([Cl:30])[Cl:31].[ClH:1].[NH4+:36]>>[CH3:2][O:3][C:4]([CH2:5][CH2:6][NH:7][C:8]([CH2:9][CH:10]1[CH2:11][CH:12]([c:18]2[cH:19][cH:20][c:21]([CH:24]=[N:25][NH2:36])[cH:22][cH:23]2)[N:13]([CH3:17])[C:14](=[O:16])[O:15]1)=[O:26])=[O:27]. The reactants are [N+](=O)([O-])C=1C=NN(C1)C1CCN(CCC1)C(=O)OC(C)(C)C (tert-Butyl 4-(4-nitro-1H-pyrazol-1-yl)azepane-1-carboxylate). Reagents/catalysts: [Pd] (Palladium on Carbon). The solvent is CO (methanol). Reaction conditions: time 3 hour. Yields the product NC=1C=NN(C1)C1CCN(CCC1)C(=O)OC(C)(C)C (tert-butyl 4-(4-amino-1H-pyrazol-1-yl)azepane-1-carboxylate). Yield: 87.4%. As a reaction SMILES: [N+:1]([C:4]1[CH:5]=[N:6][N:7]([CH:9]2[CH2:15][CH2:14][CH2:13][N:12]([C:16]([O:18][C:19]([CH3:22])([CH3:21])[CH3:20])=[O:17])[CH2:11][CH2:10]2)[CH:8]=1)([O-])=O>CO.[Pd]>[NH2:1][C:4]1[CH:5]=[N:6][N:7]([CH:9]2[CH2:15][CH2:14][CH2:13][N:12]([C:16]([O:18][C:19]([CH3:22])([CH3:21])[CH3:20])=[O:17])[CH2:11][CH2:10]2)[CH:8]=1. Reported procedure: A solution of tert-Butyl 4-(4-nitro-1H-pyrazol-1-yl)azepane-1-carboxylate (4.5 g, 15.5 mmol) in methanol (250 mL) was hydrogenated (3 bars) in presence of Palladium on Carbon (10%, 2 g) at RT. After 3 h, the reaction mixture was filtered through a celite pad and concentrated under reduced pressure to give the title compound as a brown solid (3.8 g, 95%). 1H NMR: (400 MHz, DMSO-d6) δ 6.99 (s, 1H), 6.86 (s, 1H), 4.05 (m, 1H), 3.94 (m, 2H), 3.85 (m, 2H), 2.85 (brs, 2H), 1.86 (m, 2H), 1.65 (m, 2H), ... The reactants are OBO, CN(C(=O)OC(C)(C)C)c1ccc(Br)c([N+](=O)[O-])n1, CCOCOc1ccc2occc2c1. Yields the product CCOCOc1ccc2oc(-c3ccc(N(C)C(=O)OC(C)(C)C)nc3[N+](=O)[O-])cc2c1. Reaction SMILES: [BH:20]([OH:21])[OH:22].[C:1]([CH3:2])([CH3:3])([CH3:4])[O:5][C:6]([N:7]([CH3:8])[c:9]1[n:10][c:11]([N+:16](=[O:17])[O-:18])[c:12]([Br:15])[cH:13][cH:14]1)=[O:19].[CH2:23]([CH3:24])[O:25][CH2:26][O:27][c:28]1[cH:29][cH:30][c:31]2[c:32]([cH:33][cH:34][o:35]2)[cH:36]1>>[C:1]([CH3:2])([CH3:3])([CH3:4])[O:5][C:6]([N:7]([CH3:8])[c:9]1[n:10][c:11]([N+:16](=[O:17])[O-:18])[c:12](-[c:34]2[cH:33][c:32]3[c:31]([cH:30][cH:29][c:28]([O:27][CH2:26][O:25][CH2:23][CH3:24])[cH:36]3)[o:35]2)[cH:13][cH:14]1)=[O:19]. Reactants: CN(C)C=O, CC(C)NC(C)C, ClCCl, Cl, FC(F)CI, NS(=O)(=O)c1ccc(NC2CCNCC2)c([N+](=O)[O-])c1. Yields the product NS(=O)(=O)c1ccc(NC2CCN(CC(F)F)CC2)c([N+](=O)[O-])c1. As a reaction SMILES: [CH3:34][N:35]([CH3:36])[CH:37]=[O:38].[CH:27]([NH:28][CH:29]([CH3:30])[CH3:31])([CH3:32])[CH3:33].[Cl:39][CH2:40][Cl:41].[ClH:1].[F:22][CH:23]([CH2:24][I:25])[F:26].[N+:2](=[O:3])([O-:4])[c:5]1[cH:6][c:7]([S:18](=[O:19])(=[O:20])[NH2:21])[cH:8][cH:9][c:10]1[NH:11][CH:12]1[CH2:13][CH2:14][NH:15][CH2:16][CH2:17]1>>[N+:2](=[O:3])([O-:4])[c:5]1[cH:6][c:7]([S:18](=[O:19])(=[O:20])[NH2:21])[cH:8][cH:9][c:10]1[NH:11][CH:12]1[CH2:13][CH2:14][N:15]([CH2:24][CH:23]([F:22])[F:26])[CH2:16][CH2:17]1. Reactants: CCOC(=O)CC1c2cccc(C)c2C(=O)N1CC(C)C, CC(C)(C)[O-], [Cl-], [K+], NC(N)=[NH2+], O. Yields the product Cc1cccc2c1C(=O)N(CC(C)C)C2CC(=O)NC(=N)N. RXN SMILES: [CH3:12][c:13]1[c:14]2[c:18]([cH:19][cH:20][cH:21]1)[CH:17]([CH2:22][C:23](=[O:24])[O:25][CH2:26][CH3:27])[N:16]([CH2:28][CH:29]([CH3:30])[CH3:31])[C:15]2=[O:32].[CH3:1][C:2]([CH3:3])([O-:4])[CH3:5].[Cl-:7].[K+:6].[NH2:8][C:9]([NH2:10])=[NH2+:11].[OH2:33]>>[NH:8]=[C:9]([NH2:10])[NH:11][C:23]([CH2:22][CH:17]1[N:16]([CH2:28][CH:29]([CH3:30])[CH3:31])[C:15](=[O:32])[c:14]2[c:13]([CH3:12])[cH:21][cH:20][cH:19][c:18]21)=[O:24].